From a dataset of the Open Reaction Database (ORD), a public repository of structured organic reaction records. describe an organic reaction: reactants, conditions, products, and yield The reactants are C(C1=CC=CC=C1)OC(=O)NCC(=O)O (benzyloxycarbonylglycine), CN1CCOCC1 (N-methylmorpholine), ClC(=O)OCC(C)C (isobutyl chloroformate), tripeptide ester, [H][H] (hydrogen), C(C)(=O)O (acetic acid). The reagents and catalysts are [Pd] (Pd-C). The solvent is O1CCCC1 (THF), O1CCCC1 (THF). Yields the product tripeptide ester, CC(=O)CC(=O)CC(=O)O (triacetate). RXN SMILES: [CH2:1]([O:8]C(NCC(O)=O)=O)[C:2]1C=CC=[CH:4][CH:3]=1.CN1CC[O:20]CC1.ClC(OCC(C)C)=O.[H][H].[C:33]([OH:36])(=[O:35])[CH3:34]>O1CCCC1.[Pd]>[CH3:4][C:3]([CH2:2][C:1]([CH2:34][C:33]([OH:36])=[O:35])=[O:8])=[O:20]. Procedure details: N(ε)-benzyloxycarbonyl-L-lysine, n-stearyl alcohol, p-toluenesulfonic acid monohydrate, and benzene are refluxed together using a Dean-Stark trap to azeotropically remove the evolved water. After cooling to room temperature and then adding dry ethyl ether, n-stearyl N(ε)-benzyloxycarbonyl-L-lysinate p-toluenesulfonate salt is collected by filtration, treated with 2M aqueous potassium bicarbonate solution, and extracted into dichloromethane. Evaporation gives the free amine, which is redissolved ... Starting materials: [Br-], Br, CC(=O)c1nn(Cc2ccc(F)c(Cl)c2)c(=O)c2c(OCc3ccccc3)c3n(c12)CCN(C)C3=O, C1CCOC1, C[Si](C)(C)[N-][Si](C)(C)C, [Li+]. The product is CN1CCn2c(c(OCc3ccccc3)c3c(=O)n(Cc4ccc(F)c(Cl)c4)nc(C(=O)CBr)c32)C1=O. Reaction SMILES: [Br-:48].[Br:47].[C:1]([CH3:2])(=[O:3])[c:4]1[n:5][n:6]([CH2:28][c:29]2[cH:30][c:31]([Cl:36])[c:32]([F:35])[cH:33][cH:34]2)[c:7](=[O:27])[c:8]2[c:9]1[n:10]1[c:11]([c:12]2[O:13][CH2:14][c:15]2[cH:16][cH:17][cH:18][cH:19][cH:20]2)[C:21](=[O:26])[N:22]([CH3:25])[CH2:23][CH2:24]1.[CH2:49]1[O:50][CH2:51][CH2:52][CH2:53]1.[CH3:37][Si:38]([N-:39][Si:40]([CH3:41])([CH3:42])[CH3:43])([CH3:44])[CH3:45].[Li+:46]>>[C:1]([CH2:2][Br:48])(=[O:3])[c:4]1[n:5][n:6]([CH2:28][c:29]2[cH:30][c:31]([Cl:36])[c:32]([F:35])[cH:33][cH:34]2)[c:7](=[O:27])[c:8]2[c:9]1[n:10]1[c:11]([c:12]2[O:13][CH2:14][c:15]2[cH:16][cH:17][cH:18][cH:19][cH:20]2)[C:21](=[O:26])[N:22]([CH3:25])[CH2:23][CH2:24]1. Reactants: C(C)(C)OC(C(C(COC)C1=CNC2=CC=C(C=C12)OCC1=CC=CC=C1)N)=O (2-amino-3-(5-benzyloxyindol-3-yl)-4-methoxybutyric acid isopropyl ester), C=O (paraformaldehyde). Run in C=1(C(=CC=CC1)C)C (xylene), C=1(C(=CC=CC1)C)C (xylene). The product is C(C)(C)OC(=O)C1NCC=2NC3=CC=C(C=C3C2C1COC)OCC1=CC=CC=C1 (6-benzyloxy-4-methoxymethyl-1,2,3,4-tetrahydro-β-carboline-3-carboxylic acid isopropyl ester). Yield: 61.2%. As a reaction SMILES: [CH:1]([O:4][C:5](=[O:29])[CH:6]([NH2:28])[CH:7]([C:11]1[C:19]2[C:14](=[CH:15][CH:16]=[C:17]([O:20][CH2:21][C:22]3[CH:27]=[CH:26][CH:25]=[CH:24][CH:23]=3)[CH:18]=2)[NH:13][CH:12]=1)[CH2:8][O:9][CH3:10])([CH3:3])[CH3:2].[CH2:30]=O>C1(C)C(C)=CC=CC=1>[CH:1]([O:4][C:5]([CH:6]1[CH:7]([CH2:8][O:9][CH3:10])[C:11]2[C:19]3[C:14](=[CH:15][CH:16]=[C:17]([O:20][CH2:21][C:22]4[CH:27]=[CH:26][CH:25]=[CH:24][CH:23]=4)[CH:18]=3)[NH:13][C:12]=2[CH2:30][NH:28]1)=[O:29])([CH3:3])[CH3:2]. Procedure details: A solution is prepared from 3.8 g of 2-amino-3-(5-benzyloxyindol-3-yl)-4-methoxybutyric acid isopropyl ester (10 mmol) in 80 ml of xylene and added dropwise to a suspension of 360 mg of paraformaldehyde in 60 ml of xylene heated for 45 minutes to 100° C. The mixture is then refluxed for 2 hours on a water trap. After concentration, the residue is chromatographed over silica gel with methylene chloride:acetone=1:1 as the eluent, yielding 2.5 g of 6-benzyloxy-4-methoxymethyl-1,2,3,4-tetrahydro-β-c... Reactants: C1(=CC=CC=C1)C1=NOC(C1)(P(O)(O)=O)P(O)(O)=O ([3-phenyl-5(4H)-isoxazolylidene]bisphosphonic acid), [OH-].[K+] (potassium hydroxide). The solvent is C(C)O (ethanol), C(C)O (ethanol). Yields the product [K+].C1(=CC=CC=C1)C1=NOC(C1)(P(O)(O)=O)P([O-])(O)=O ([3-Phenyl-5(4H)-isoxazolylidene]bisphosphonic acid monopotassium salt). RXN SMILES: [C:1]1([C:7]2[CH2:11][C:10]([P:16](=[O:19])([OH:18])[OH:17])([P:12](=[O:15])([OH:14])[OH:13])[O:9][N:8]=2)[CH:6]=[CH:5][CH:4]=[CH:3][CH:2]=1.[OH-].[K+:21]>C(O)C>[K+:21].[C:1]1([C:7]2[CH2:11][C:10]([P:16](=[O:17])([OH:19])[O-:18])([P:12](=[O:13])([OH:14])[OH:15])[O:9][N:8]=2)[CH:2]=[CH:3][CH:4]=[CH:5][CH:6]=1 |f:1.2,4.5|. Procedure details: The free acid, [3-phenyl-5(4H)-isoxazolylidene]bisphosphonic acid, is then dissolved in ethanol (15 ml), treated with a solution of potassium hydroxide (560 mg, 10 mmol) in ethanol (10 ml), the precipitate collected and washed with ether to give the title compound, mp dec>250°; MS (m/e) 422, 384, 346 and 308; IR (mineral oil mull) 3054, 3029, 2317, 1609, 1572, 1497, 1206 and 1068 cm-1 ; NMR (D2O) 3.94 δ. Reactants: [BH4-], CCCCCC(=O)C=Cc1sc(C)nc1CCCCCCC(=O)O, CC(C)O, Cl, [Na+], O. Product: CCCCCC(O)C=Cc1sc(C)nc1CCCCCCC(=O)O. As a reaction SMILES: [BH4-:1].[CH3:3][c:4]1[s:5][c:6]([CH:18]=[CH:19][C:20]([CH2:21][CH2:22][CH2:23][CH2:24][CH3:25])=[O:26])[c:7]([CH2:9][CH2:10][CH2:11][CH2:12][CH2:13][CH2:14][C:15](=[O:16])[OH:17])[n:8]1.[CH:29]([OH:30])([CH3:31])[CH3:32].[ClH:27].[Na+:2].[OH2:28]>>[CH3:3][c:4]1[s:5][c:6]([CH:18]=[CH:19][CH:20]([CH2:21][CH2:22][CH2:23][CH2:24][CH3:25])[OH:26])[c:7]([CH2:9][CH2:10][CH2:11][CH2:12][CH2:13][CH2:14][C:15](=[O:16])[OH:17])[n:8]1. Starting materials: Cl.Cl.N1(CCOCC1)C1=CC=C(C(=O)Cl)C=C1 (4-(4-morpholinyl)benzoyl chloride dihydrochloride), NC1=NN(C2=C1N=C(S2)C(NC(C)(C2=CC=CC=C2)C)=O)C(=O)OC(C)(C)C (tert-butyl 3-amino-5-(1-methyl-1-phenylethylcarbamoyl)-1H-pyrazolo[4,3-d]thiazole-1-carboxylate), [Cl-].[Na+] (sodium chloride). Solvent: N1=CC=CC=C1 (pyridine). Reaction conditions: temperature 25 celsius, time 15 hour. Yields the product CC(C)(C1=CC=CC=C1)NC(=O)C=1SC2=C(N1)C(=NN2C(=O)OC(C)(C)C)NC(C2=CC=C(C=C2)N2CCOCC2)=O (tert-butyl 5-(1-methyl-1-phenylethylcarbamoyl)-3-(4-morpholin-4-ylbenzoylamino)-1H-pyrazolo[4,3-d]thiazole-1-carboxylate). Isolated yield 32.3%. As a reaction SMILES: [NH2:1][C:2]1[C:6]2[N:7]=[C:8]([C:10](=[O:21])[NH:11][C:12]([CH3:20])([C:14]3[CH:19]=[CH:18][CH:17]=[CH:16][CH:15]=3)[CH3:13])[S:9][C:5]=2[N:4]([C:22]([O:24][C:25]([CH3:28])([CH3:27])[CH3:26])=[O:23])[N:3]=1.Cl.Cl.[N:31]1([C:37]2[CH:45]=[CH:44][C:40]([C:41](Cl)=[O:42])=[CH:39][CH:38]=2)[CH2:36][CH2:35][O:34][CH2:33][CH2:32]1.[Cl-].[Na+]>N1C=CC=CC=1>[CH3:13][C:12]([NH:11][C:10]([C:8]1[S:9][C:5]2[N:4]([C:22]([O:24][C:25]([CH3:28])([CH3:27])[CH3:26])=[O:23])[N:3]=[C:2]([NH:1][C:41](=[O:42])[C:40]3[CH:39]=[CH:38][C:37]([N:31]4[CH2:36][CH2:35][O:34][CH2:33][CH2:32]4)=[CH:45][CH:44]=3)[C:6]=2[N:7]=1)=[O:21])([C:14]1[CH:19]=[CH:18][CH:17]=[CH:16][CH:15]=1)[CH3:20] |f:1.2.3,4.5|. Procedure: 0.40 g (0.998 mmol) of tert-butyl 3-amino-5-(1-methyl-1-phenylethylcarbamoyl)-1H-pyrazolo[4,3-d]thiazole-1-carboxylate dissolved in 10 ml of pyridine is placed in a 50 ml round-bottomed flask under argon. 0.25 g (0.996 mmol) of 4-(4-morpholinyl)benzoyl chloride dihydrochloride (prepared according to WO 95/04729) is then gradually added and the mixture is stirred for 15 hours at 25° C. The reaction medium is then concentrated to dryness under reduced pressure (40° C.) and the residue is taken up ... The reactants are COc1cc2c(Nc3cc(OC)c(Cl)cc3Cl)c(C#N)cnc2cc1F, OCCOCCN1CCNCC1, [Na]. Yields the product COc1cc(Nc2c(C#N)cnc3cc(OCCOCCN4CCNCC4)c(OC)cc23)c(Cl)cc1Cl. Reaction SMILES: [Cl:2][c:3]1[c:4]([NH:12][c:13]2[c:14]([C:26]#[N:27])[cH:15][n:16][c:17]3[cH:18][c:19]([F:25])[c:20]([O:23][CH3:24])[cH:21][c:22]23)[cH:5][c:6]([O:10][CH3:11])[c:7]([Cl:9])[cH:8]1.[N:28]1([CH2:34][CH2:35][O:36][CH2:37][CH2:38][OH:39])[CH2:29][CH2:30][NH:31][CH2:32][CH2:33]1.[Na:1]>>[Cl:2][c:3]1[c:4]([NH:12][c:13]2[c:14]([C:26]#[N:27])[cH:15][n:16][c:17]3[cH:18][c:19]([O:39][CH2:38][CH2:37][O:36][CH2:35][CH2:34][N:28]4[CH2:29][CH2:30][NH:31][CH2:32][CH2:33]4)[c:20]([O:23][CH3:24])[cH:21][c:22]23)[cH:5][c:6]([O:10][CH3:11])[c:7]([Cl:9])[cH:8]1. The reactants are O=C([O-])O, CN1CCOCC1, CS(=O)(=O)CS(=O)(=O)Cl, ClCCl, Cl, Cl, NCCn1ccc2ncnc(Nc3ccc(Oc4cccc(C(F)(F)F)c4)c(Cl)c3)c21, [Na+]. The product is CS(=O)(=O)CS(=O)(=O)NCCn1ccc2ncnc(Nc3ccc(Oc4cccc(C(F)(F)F)c4)c(Cl)c3)c21. Reaction SMILES: [C:50](=[O:51])([O-:52])[OH:53].[CH3:34][N:35]1[CH2:36][CH2:37][O:38][CH2:39][CH2:40]1.[CH3:41][S:42](=[O:43])(=[O:44])[CH2:45][S:46](=[O:47])(=[O:48])[Cl:49].[Cl:55][CH2:56][Cl:57].[ClH:1].[ClH:2].[NH2:3][CH2:4][CH2:5][n:6]1[cH:7][cH:8][c:9]2[n:10][cH:11][n:12][c:13]([NH:15][c:16]3[cH:17][c:18]([Cl:33])[c:19]([O:22][c:23]4[cH:24][c:25]([C:29]([F:30])([F:31])[F:32])[cH:26][cH:27][cH:28]4)[cH:20][cH:21]3)[c:14]12.[Na+:54]>>[NH:3]([CH2:4][CH2:5][n:6]1[cH:7][cH:8][c:9]2[n:10][cH:11][n:12][c:13]([NH:15][c:16]3[cH:17][c:18]([Cl:33])[c:19]([O:22][c:23]4[cH:24][c:25]([C:29]([F:30])([F:31])[F:32])[cH:26][cH:27][cH:28]4)[cH:20][cH:21]3)[c:14]12)[S:46]([CH2:45][S:42]([CH3:41])(=[O:43])=[O:44])(=[O:47])=[O:48]. Reactants: BrC=1C(=C(C=CC1)NN)C ((3-Bromo-2-methylphenyl)hydrazine), C(C)OC=C(C#N)C#N (2-(Ethoxymethylene)malononitrile), C(C)N(C(C)C)C(C)C (N-ethyl-N-isopropylpropan-2-amine). Solvent: CO (MeOH). Conditions: temperature 0 celsius, time 2 hour. The product is NC1=C(C=NN1C1=C(C(=CC=C1)Br)C)C#N (5-amino-1-(3-bromo-2-methylphenyl)-1H-pyrazole-4-carbonitrile). The yield is 91.0%. RXN SMILES: [Br:1][C:2]1[C:3]([CH3:10])=[C:4]([NH:8][NH2:9])[CH:5]=[CH:6][CH:7]=1.C(O[CH:14]=[C:15]([C:18]#[N:19])[C:16]#[N:17])C.C(N(C(C)C)C(C)C)C>CO>[NH2:19][C:18]1[N:8]([C:4]2[CH:5]=[CH:6][CH:7]=[C:2]([Br:1])[C:3]=2[CH3:10])[N:9]=[CH:14][C:15]=1[C:16]#[N:17]. Procedure: (3-Bromo-2-methylphenyl)hydrazine (CAS no. 459817-67-5) (10 g, 49.74 mmol) was suspended in MeOH (100 mL) under nitrogen at 0° C. 2-(Ethoxymethylene)malononitrile (6.07 g, 49.74 mmol) added portionwise over 5 mins and the mixture stirred at ˜0° C. for 2 hours. The reaction mixture was allowed to warm to room temperature and then heated at reflux under nitrogen for 2 hours. No reaction. The starting material was NMRed and found to be a salt, so N-ethyl-N-isopropylpropan-2-amine (17.33 mL, 99.47 m...